From a dataset of the Open Reaction Database (ORD), a public repository of structured organic reaction records. describe an organic reaction: reactants, conditions, products, and yield Reactants: O=C1C(CCC(O)c2ccc(F)cc2)C(c2ccc(OCc3ccc(-c4ccc(CBr)cc4)cc3)cc2)N1c1ccc(F)cc1, C1CN2CCN1CC2, Cc1ccccc1. Yields the product [Br-], O=C1C(CCC(O)c2ccc(F)cc2)C(c2ccc(OCc3ccc(-c4ccc(C[N+]56CCN(CC5)CC6)cc4)cc3)cc2)N1c1ccc(F)cc1. Reaction SMILES: [Br:1][CH2:2][c:3]1[cH:4][cH:5][c:6](-[c:9]2[cH:10][cH:11][c:12]([CH2:15][O:16][c:17]3[cH:18][cH:19][c:20]([CH:23]4[CH:24]([CH2:35][CH2:36][CH:37]([OH:38])[c:39]5[cH:40][cH:41][c:42]([F:45])[cH:43][cH:44]5)[C:25](=[O:34])[N:26]4[c:27]4[cH:28][cH:29][c:30]([F:33])[cH:31][cH:32]4)[cH:21][cH:22]3)[cH:13][cH:14]2)[cH:7][cH:8]1.[CH2:46]1[CH2:47][N:48]2[CH2:49][CH2:50][N:51]1[CH2:52][CH2:53]2.[CH3:54][c:55]1[cH:56][cH:57][cH:58][cH:59][cH:60]1>>[Br-:1].[CH2:2]([c:3]1[cH:4][cH:5][c:6](-[c:9]2[cH:10][cH:11][c:12]([CH2:15][O:16][c:17]3[cH:18][cH:19][c:20]([CH:23]4[CH:24]([CH2:35][CH2:36][CH:37]([OH:38])[c:39]5[cH:40][cH:41][c:42]([F:45])[cH:43][cH:44]5)[C:25](=[O:34])[N:26]4[c:27]4[cH:28][cH:29][c:30]([F:33])[cH:31][cH:32]4)[cH:21][cH:22]3)[cH:13][cH:14]2)[cH:7][cH:8]1)[N+:48]12[CH2:47][CH2:46][N:51]([CH2:50][CH2:49]1)[CH2:52][CH2:53]2. Starting materials: Brc1cccc2ccncc12, CC(=O)O, OO. Yields the product [O-][n+]1ccc2cccc(Br)c2c1. RXN SMILES: [Br:1][c:2]1[cH:3][cH:4][cH:5][c:6]2[cH:7][cH:8][n:9][cH:10][c:11]12.[CH3:14][C:15](=[O:16])[OH:17].[OH:12][OH:13]>>[Br:1][c:2]1[cH:3][cH:4][cH:5][c:6]2[cH:7][cH:8][n+:9]([O-:12])[cH:10][c:11]12. Starting materials: C1(CC1)CNC(=O)C1=CC=C(C=C1)C1=C(C=CC(=C1)C=1OC(=NN1)C)C (N-(cyclopropylmethyl)-2′-methyl-5′-(5-methyl-1,3,4-oxadiazol-2-yl)-1,1′-biphenyl-4-carboxamide), IC (iodomethane). As a reaction SMILES: [CH:1]1([CH2:4][NH:5][C:6]([C:8]2[CH:13]=[CH:12][C:11]([C:14]3[CH:19]=[C:18]([C:20]4[O:21][C:22]([CH3:25])=[N:23][N:24]=4)[CH:17]=[CH:16][C:15]=3[CH3:26])=[CH:10][CH:9]=2)=[O:7])[CH2:3][CH2:2]1.I[CH3:28]>>[CH:1]1([CH2:4][N:5]([CH3:28])[C:6]([C:8]2[CH:9]=[CH:10][C:11]([C:14]3[CH:19]=[C:18]([C:20]4[O:21][C:22]([CH3:25])=[N:23][N:24]=4)[CH:17]=[CH:16][C:15]=3[CH3:26])=[CH:12][CH:13]=2)=[O:7])[CH2:3][CH2:2]1. Procedure: N-(Cyclopropylmethyl)-N-methyl-2′-methyl-5′-(5-methyl-1,3,4-oxadiazol-2-yl)-1,1′-biphenyl-4-carboxamide was prepared from N-(cyclopropylmethyl)-2′-methyl-5′-(5-methyl-1,3,4-oxadiazol-2-yl)-1,1′-biphenyl-4-carboxamide and iodomethane using method H. Product: C1(CC1)CN(C(=O)C1=CC=C(C=C1)C1=C(C=CC(=C1)C=1OC(=NN1)C)C)C (N-(Cyclopropylmethyl)-N-methyl-2′-methyl-5′-(5-methyl-1,3,4-oxadiazol-2-yl)-1,1′-biphenyl-4-carboxamide). Starting materials: C(C1=CC=CC=C1)N1C(=NC(=C1C=O)Cl)C1=CC=C(C=C1)N(C)C (1-benzyl-4-chloro-2-(4-dimethylaminophenyl)-5-formylimidazole), Cl.NO (hydroxylamine hydrochloride), C(C)(=O)OC(C)=O (acetic anhydride). Solvent: N1=CC=CC=C1 (pyridine). Conditions: temperature 100 celsius, time 3 hour. Product: C(C1=CC=CC=C1)N1C(=NC(=C1C#N)Cl)C1=CC=C(C=C1)N(C)C (1-benzyl-4-chloro-2-(4-dimethylaminophenyl)-5-cyanoimidazole). The yield is 62.3%. Reaction SMILES: [CH2:1]([N:8]1[C:12]([CH:13]=O)=[C:11]([Cl:15])[N:10]=[C:9]1[C:16]1[CH:21]=[CH:20][C:19]([N:22]([CH3:24])[CH3:23])=[CH:18][CH:17]=1)[C:2]1[CH:7]=[CH:6][CH:5]=[CH:4][CH:3]=1.Cl.[NH2:26]O.C(OC(=O)C)(=O)C>N1C=CC=CC=1>[CH2:1]([N:8]1[C:12]([C:13]#[N:26])=[C:11]([Cl:15])[N:10]=[C:9]1[C:16]1[CH:21]=[CH:20][C:19]([N:22]([CH3:24])[CH3:23])=[CH:18][CH:17]=1)[C:2]1[CH:7]=[CH:6][CH:5]=[CH:4][CH:3]=1 |f:1.2|. Reported procedure: In 30 ml of pyridine were dissolved 3.4 g of 1-benzyl-4-chloro-2-(4-dimethylaminophenyl)-5-formylimidazole and 1.39 g of hydroxylamine hydrochloride, and 6 ml of acetic anhydride was added dropwise to the solution. After the addition was completed, the reaction solution was stirred at 100° C. for 3 hours, and evaporated to dryness under reduced pressure. The residue was dissolved in 100 ml of chloroform, washed with two 300 ml portions of water, and evaporated to dryness under reduced pressure. ... The reactants are C(=O)([O-])[O-].[Na+].[Na+] (Na2CO3), NN (hydrazine), C(=O)=O (CO2), C(=O)([O-])[O-].[Na+].[Na+] (Na2CO3), CS(=O)(=O)Cl (methanesulfonyl chloride), ClC(=O)OC(C)C (isopropyl chloroformate). Solvent: C(C)#N (acetonitrile). Reaction conditions: temperature 10 celsius. Yields the product CS(=O)(=O)NNC(=O)OC(C)C (N-Methanesulfonyl-N'-carboisopropoxy hydrazine). As a reaction SMILES: [NH2:1][NH2:2].C([O-])([O-])=O.[Na+].[Na+].[CH3:9][S:10](Cl)(=[O:12])=[O:11].C(=O)=O.Cl[C:18]([O:20][CH:21]([CH3:23])[CH3:22])=[O:19]>C(#N)C>[CH3:9][S:10]([NH:1][NH:2][C:18]([O:20][CH:21]([CH3:23])[CH3:22])=[O:19])(=[O:12])=[O:11] |f:1.2.3|. Reported procedure: In a 1-liter 3-neck flask is placed 17 g. (0.5 mole) anhydrous hydrazine, 27 g. (1/4 mole) Na2CO3 and 100 cc. acetonitrile. The mixture is stirred as 57.3 g. (1/2 mole) of methanesulfonyl chloride is added slowly. The temperature of the mixture increases and CO2 is evolved. Then another 27 g. of Na2CO3 is added and the mixture is stirred as 61.5 g. (0.5 mole) of isopropyl chloroformate is added, keeping the temperature under 40° C. Finally the mixture is stirred 2 hours and then cooled to 10° C.... Starting materials: CNCCO, N#Cc1cc([N+](=O)[O-])ccc1N1CCC(=O)CC1, CN(CCO)C1CCN(c2ccc([N+](=O)[O-])cc2C#N)CC1. Yields the product CN(CCO)C1CCN(c2ccc(N)cc2C#N)CC1. RXN SMILES: [CH3:19][NH:20][CH2:21][CH2:22][OH:23].[N+:1]([c:2]1[cH:3][cH:4][c:5]([N:6]2[CH2:7][CH2:8][C:9](=[O:10])[CH2:11][CH2:12]2)[c:13]([C:15]#[N:16])[cH:14]1)([O-:17])=[O:18].[OH:24][CH2:25][CH2:26][N:27]([CH3:28])[CH:29]1[CH2:30][CH2:31][N:32]([c:35]2[c:36]([C:37]#[N:38])[cH:39][c:40]([N+:43]([O-:44])=[O:45])[cH:41][cH:42]2)[CH2:33][CH2:34]1>>[OH:24][CH2:25][CH2:26][N:27]([CH3:28])[CH:29]1[CH2:30][CH2:31][N:32]([c:35]2[c:36]([C:37]#[N:38])[cH:39][c:40]([NH2:43])[cH:41][cH:42]2)[CH2:33][CH2:34]1. Reactants: O=C([O-])[O-], CCC(C)=O, CCCCI, [K+], [K+], CCCCCNC(=O)N(C)c1cccc(-c2ccc(CCC(=O)OC)cc2O)c1. Yields the product CCCCCNC(=O)N(C)c1cccc(-c2ccc(CCC(=O)OC)cc2OCCCC)c1. As a reaction SMILES: [C:35](=[O:36])([O-:37])[O-:38].[CH2:41]([C:42]([CH3:43])=[O:44])[CH3:45].[I:1][CH2:2][CH2:3][CH2:4][CH3:5].[K+:39].[K+:40].[OH:6][c:7]1[c:8](-[c:19]2[cH:20][c:21]([N:25]([C:26](=[O:27])[NH:28][CH2:29][CH2:30][CH2:31][CH2:32][CH3:33])[CH3:34])[cH:22][cH:23][cH:24]2)[cH:9][cH:10][c:11]([CH2:13][CH2:14][C:15](=[O:16])[O:17][CH3:18])[cH:12]1>>[CH2:2]([CH2:3][CH2:4][CH3:5])[O:6][c:7]1[c:8](-[c:19]2[cH:20][c:21]([N:25]([C:26](=[O:27])[NH:28][CH2:29][CH2:30][CH2:31][CH2:32][CH3:33])[CH3:34])[cH:22][cH:23][cH:24]2)[cH:9][cH:10][c:11]([CH2:13][CH2:14][C:15](=[O:16])[O:17][CH3:18])[cH:12]1.